Dataset: the Open Reaction Database (ORD), a public repository of structured organic reaction records. Task: describe an organic reaction: reactants, conditions, products, and yield Reactants: C(C)(=O)OCC=1C(=NC=CC1C1=CN(C(C(=C1)NC1=NC=C(C=C1)C1CN(C1)C)=O)C)N1C(C=2C=C3CCCCN3C2CC1)=O ((4-(1-Methyl-5-(5-(1-methylazetidin-3-yl)pyridin-2-ylamino)-6-oxo-1,6-dihydropyridin-3-yl)-2-(1-oxo-3,4,6,7,8,9-hexahydropyrido[3,4-b]indolizin-2(1H)-yl)pyridin-3-yl)methyl Acetate), [OH-].[Li+] (lithium hydroxide). Run in C1CCOC1.C(C)(C)O (THF i-propanol), O (water). Conditions: temperature 30 celsius, time 1 hour. The product is OCC=1C(=NC=CC1C1=CN(C(C(=C1)NC1=NC=C(C=C1)C1CN(C1)C)=O)C)N1C(C=2C=C3CCCCN3C2CC1)=O (2-[3-(hydroxymethyl)-4-[1-methyl-5-[[5-(1-methylazetidin-3-yl)-2-pyridyl]amino]-6-oxo-3-pyridyl]-2-pyridyl]-3,4,6,7,8,9-hexahydropyrido[3,4-b]indolizin-1-one). Isolated yield 29.5%. Reaction SMILES: C([O:4][CH2:5][C:6]1[C:7]([N:32]2[CH2:44][CH2:43][C:42]3[N:41]4[C:36]([CH2:37][CH2:38][CH2:39][CH2:40]4)=[CH:35][C:34]=3[C:33]2=[O:45])=[N:8][CH:9]=[CH:10][C:11]=1[C:12]1[CH:17]=[C:16]([NH:18][C:19]2[CH:24]=[CH:23][C:22]([CH:25]3[CH2:28][N:27]([CH3:29])[CH2:26]3)=[CH:21][N:20]=2)[C:15](=[O:30])[N:14]([CH3:31])[CH:13]=1)(=O)C.[OH-].[Li+]>C1COCC1.C(O)(C)C.O>[OH:4][CH2:5][C:6]1[C:7]([N:32]2[CH2:44][CH2:43][C:42]3[N:41]4[C:36]([CH2:37][CH2:38][CH2:39][CH2:40]4)=[CH:35][C:34]=3[C:33]2=[O:45])=[N:8][CH:9]=[CH:10][C:11]=1[C:12]1[CH:17]=[C:16]([NH:18][C:19]2[CH:24]=[CH:23][C:22]([CH:25]3[CH2:28][N:27]([CH3:29])[CH2:26]3)=[CH:21][N:20]=2)[C:15](=[O:30])[N:14]([CH3:31])[CH:13]=1 |f:1.2,3.4|. Reported procedure: A mixture of 244d (90 mg, 0.15 mmol) and lithium hydroxide (60 mg, 1.5 mmol) in THF/i-propanol (5:3, 8 mL) and water (2 mL) was stirred at 30° C. for 1 h. The mixture was evaporated in vacuo and the residue was diluted with water (3 mL). It was then extracted with ethyl acetate (20 mL×2). The combined ethyl acetate extract was concentrated under reduced pressure and the residue was purified by reverse-phase prep-HPLC to afford 244 (25 mg, 30%) as white solid. MS-ESI: [M+H]+ 566.4. 1H NMR (500 MH... The reactants are C(C1=CC=CC=C1)[C@@H]1OC2=C(NC([C@@H]1N(CC1=CC=CC=C1)CC1=CC=CC=C1)=O)C=C(C=C2)F ((+)-(6S,7R)-6-benzyl-7-dibenzylamino-2-fluoro-6,7-dihydro-9H-5-oxa-9-aza-benzocyclohepten-8-one). Reagents/catalysts: [Pd] (Pd/C). Solvent: CO (methanol). The product is N[C@@H]1[C@@H](OC2=C(NC1=O)C=C(C=C2)F)CC2=CC=CC=C2 ((6S,7R)-7-Amino-6-benzyl-2-fluoro-6,7-dihydro-9H-5-oxa-9-aza-benzocyclohepten-8-one). RXN SMILES: [CH2:1]([C@H:8]1[C@@H:14]([N:15](CC2C=CC=CC=2)CC2C=CC=CC=2)[C:13](=[O:30])[NH:12][C:11]2[CH:31]=[C:32]([F:35])[CH:33]=[CH:34][C:10]=2[O:9]1)[C:2]1[CH:7]=[CH:6][CH:5]=[CH:4][CH:3]=1>CO.[Pd]>[NH2:15][C@H:14]1[C:13](=[O:30])[NH:12][C:11]2[CH:31]=[C:32]([F:35])[CH:33]=[CH:34][C:10]=2[O:9][C@H:8]1[CH2:1][C:2]1[CH:3]=[CH:4][CH:5]=[CH:6][CH:7]=1. Procedure: The title compound was prepared by hydrogenation of (+)-(6S,7R)-6-benzyl-7-dibenzylamino-2-fluoro-6,7-dihydro-9H-5-oxa-9-aza-benzocyclohepten-8-one in methanol with Pd/C (10%), MS m/e (%): 287.1 (M+H+, 100).